From a dataset of the Open Reaction Database (ORD), a public repository of structured organic reaction records. describe an organic reaction: reactants, conditions, products, and yield Starting materials: CN(C)C=O, [H-], CCI, [Na+], O, N#Cc1ccc(Oc2ccc3c(c2)COB3O)cc1O. Yields the product CCOc1cc(Oc2ccc3c(c2)COB3O)ccc1C#N. Reaction SMILES: [CH3:24][N:25]([CH3:26])[CH:27]=[O:28].[H-:29].[I:21][CH2:22][CH3:23].[Na+:30].[OH2:31].[OH:1][c:2]1[c:3]([C:4]#[N:5])[cH:6][cH:7][c:8]([O:10][c:11]2[cH:12][c:13]3[c:14]([cH:19][cH:20]2)[B:15]([OH:18])[O:16][CH2:17]3)[cH:9]1>>[O:1]([c:2]1[c:3]([C:4]#[N:5])[cH:6][cH:7][c:8]([O:10][c:11]2[cH:12][c:13]3[c:14]([cH:19][cH:20]2)[B:15]([OH:18])[O:16][CH2:17]3)[cH:9]1)[CH2:22][CH3:23]. Starting materials: ClC1=NC=NC(=C1F)Cl (4,6-dichloro-5-fluoropyrimidine), C(C)C1NCCCCC1 (2-ethylhexahydro-1H-azepine). Reaction conditions: time 1 hour. Yields the product ClC1=C(C(=NC=N1)N1C(CCCCC1)CC)F (1-(6-chloro-5-fluoropyrimidin-4-yl)-2-ethylhexahydro-1H-azepine). Isolated yield 97.2%. RXN SMILES: Cl[C:2]1[C:7]([F:8])=[C:6]([Cl:9])[N:5]=[CH:4][N:3]=1.[CH2:10]([CH:12]1[CH2:18][CH2:17][CH2:16][CH2:15][CH2:14][NH:13]1)[CH3:11]>>[Cl:9][C:6]1[N:5]=[CH:4][N:3]=[C:2]([N:13]2[CH2:14][CH2:15][CH2:16][CH2:17][CH2:18][CH:12]2[CH2:10][CH3:11])[C:7]=1[F:8]. Procedure: 0.4 g of 4,6-dichloro-5-fluoropyrimidine and 0.61 g of 2-ethylhexahydro-1H-azepine were mixed and left for 1 hour at room temperature. The reaction mixture was subjected to silica gel column chromatography to obtain 0.6 g of 1-(6-chloro-5-fluoropyrimidin-4-yl)-2-ethylhexahydro-1H-azepine. The reactants are CS(C)=O, CCN(C(C)C)C(C)C, CCOC(=O)c1nc2cc(-c3ccc(C(F)(F)F)cc3)nc(Cl)n2n1, Cl, Cl, N#Cc1ccc(NCCN)nc1N. Yields the product CCOC(=O)c1nc2cc(-c3ccc(C(F)(F)F)cc3)nc(NCCNc3ccc(C#N)c(N)n3)n2n1. Reaction SMILES: [CH3:50][S:51]([CH3:52])=[O:53].[CH:41]([N:42]([CH2:43][CH3:44])[CH:45]([CH3:46])[CH3:47])([CH3:48])[CH3:49].[Cl:1][c:2]1[n:3][c:4](-[c:16]2[cH:17][cH:18][c:19]([C:22]([F:23])([F:24])[F:25])[cH:20][cH:21]2)[cH:5][c:6]2[n:7]1[n:8][c:9]([C:11](=[O:12])[O:13][CH2:14][CH3:15])[n:10]2.[ClH:26].[ClH:27].[NH2:28][c:29]1[n:30][c:31]([NH:37][CH2:38][CH2:39][NH2:40])[cH:32][cH:33][c:34]1[C:35]#[N:36]>>[c:2]1([NH:40][CH2:39][CH2:38][NH:37][c:31]2[n:30][c:29]([NH2:28])[c:34]([C:35]#[N:36])[cH:33][cH:32]2)[n:3][c:4](-[c:16]2[cH:17][cH:18][c:19]([C:22]([F:23])([F:24])[F:25])[cH:20][cH:21]2)[cH:5][c:6]2[n:7]1[n:8][c:9]([C:11](=[O:12])[O:13][CH2:14][CH3:15])[n:10]2. Product: CC(C)C1=NOC(=N1)N1CCC(CC1)COC=1C=CC(=NC1)C1=CC=C(C=C1)S(=O)(=O)C (5-[({1-[3-(1-Methylethyl)-1,2,4-oxadiazol-5-yl]-4-piperidinyl}methyl)oxy]-2-[4-(methylsulfonyl)phenyl]pyridine). Reaction SMILES: Br[C:2]1[CH:7]=[CH:6][C:5]([O:8][CH2:9][CH:10]2[CH2:15][CH2:14][N:13]([C:16]3[O:20][N:19]=[C:18]([CH:21]([CH3:23])[CH3:22])[N:17]=3)[CH2:12][CH2:11]2)=[CH:4][N:3]=1.[CH3:24][S:25]([C:28]1[CH:33]=[CH:32][C:31](B(O)O)=[CH:30][CH:29]=1)(=[O:27])=[O:26].C([O-])([O-])=O.[Na+].[Na+]>C1C=CC([P]([Pd]([P](C2C=CC=CC=2)(C2C=CC=CC=2)C2C=CC=CC=2)([P](C2C=CC=CC=2)(C2C=CC=CC=2)C2C=CC=CC=2)[P](C2C=CC=CC=2)(C2C=CC=CC=2)C2C=CC=CC=2)(C2C=CC=CC=2)C2C=CC=CC=2)=CC=1.COCCOC>[CH3:22][CH:21]([C:18]1[N:17]=[C:16]([N:13]2[CH2:14][CH2:15][CH:10]([CH2:9][O:8][C:5]3[CH:6]=[CH:7][C:2]([C:31]4[CH:32]=[CH:33][C:28]([S:25]([CH3:24])(=[O:27])=[O:26])=[CH:29][CH:30]=4)=[N:3][CH:4]=3)[CH2:11][CH2:12]2)[O:20][N:19]=1)[CH3:23] |f:2.3.4,^1:46,48,67,86|. The solvent is COCCOC (DME). The reagents and catalysts are C=1C=CC(=CC1)[P](C=2C=CC=CC2)(C=3C=CC=CC3)[Pd]([P](C=4C=CC=CC4)(C=5C=CC=CC5)C=6C=CC=CC6)([P](C=7C=CC=CC7)(C=8C=CC=CC8)C=9C=CC=CC9)[P](C=1C=CC=CC1)(C=1C=CC=CC1)C=1C=CC=CC1 (Pd(PPh3)4). Starting materials: BrC1=NC=C(C=C1)OCC1CCN(CC1)C1=NC(=NO1)C(C)C (2-bromo-5-[({1-[3-(1-methylethyl)-1,2,4-oxadiazol-5-yl]-4-piperidinyl}methyl)oxy]pyridine), CS(=O)(=O)C1=CC=C(C=C1)B(O)O ([4-(methylsulfonyl)phenyl]boronic acid), C(=O)([O-])[O-].[Na+].[Na+] (Na2CO3). Yield: 21.5%. Procedure details: 5-[({1-[3-(1-Methylethyl)-1,2,4-oxadiazol-5-yl]-4-piperidinyl}methyl)oxy]-2-[4-(methylsulfonyl)phenyl]pyridine (51 mg, 21%) was prepared from 2-bromo-5-[({1-[3-(1-methylethyl)-1,2,4-oxadiazol-5-yl]-4-piperidinyl}methyl)oxy]pyridine (220 mg, 0.52 mmol), [4-(methylsulfonyl)phenyl]boronic acid (105 mg, 0.52 mmol), 2M Na2CO3 (5 mL), Pd(PPh3)4 (50 mg, 0.04 mmol) and DME (5 mL) in a manner similar to Example 21, Step 3. The reactants are BrCc1ccccc1, O=C([O-])[O-], CC(C)=O, COC(=O)c1c(Cl)ccc(O)c1Cl, [K+], [K+]. The product is COC(=O)c1c(Cl)ccc(OCc2ccccc2)c1Cl. As a reaction SMILES: [Br:14][CH2:15][c:16]1[cH:17][cH:18][cH:19][cH:20][cH:21]1.[C:22](=[O:23])([O-:24])[O-:25].[CH3:28][C:29](=[O:30])[CH3:31].[Cl:1][c:2]1[c:3]([C:4](=[O:5])[O:6][CH3:7])[c:8]([Cl:13])[cH:9][cH:10][c:11]1[OH:12].[K+:26].[K+:27]>>[Cl:1][c:2]1[c:3]([C:4](=[O:5])[O:6][CH3:7])[c:8]([Cl:13])[cH:9][cH:10][c:11]1[O:12][CH2:15][c:16]1[cH:17][cH:18][cH:19][cH:20][cH:21]1.